Dataset: the Open Reaction Database (ORD), a public repository of structured organic reaction records. Task: describe an organic reaction: reactants, conditions, products, and yield Reactants: O (Water), ClCS(=O)(=O)NC1=CC2=C([C@@H]([C@H](C(O2)(C)C)O)N(C(OC(C)(C)C)=O)CCC2=CC=CC=C2)C=C1OC (t-butyl(3R*,4S*)-7-{[(chloromethyl)sulfonyl]amino}-3-hydroxy-6-methoxy-2,2-dimethyl-3,4-dihydro-2H-1-benzopyran-4-yl(2-phenylethyl)carbamate), solution, B(Br)(Br)Br (boron tribromide). Run in ClCCl (dichloromethane), ClCCl (dichloromethane). Reaction conditions: temperature 0 celsius, time 1 hour. Product: ClCS(=O)(=O)NC1=CC2=C([C@@H]([C@H](C(O2)(C)C)O)NCCC2=CC=CC=C2)C=C1O (1-Chloro-N-{(3R*,4S*)-3,6-dihydroxy-2,2-dimethyl-4-[(2-phenylethyl)amino]-3,4-dihydro-2H-1-benzopyran-7-yl} methanesulfonamide). Reaction SMILES: [Cl:1][CH2:2][S:3]([NH:6][C:7]1[C:35]([O:36]C)=[CH:34][C:10]2[C@H:11]([N:18]([CH2:26][CH2:27][C:28]3[CH:33]=[CH:32][CH:31]=[CH:30][CH:29]=3)C(=O)OC(C)(C)C)[C@@H:12]([OH:17])[C:13]([CH3:16])([CH3:15])[O:14][C:9]=2[CH:8]=1)(=[O:5])=[O:4].B(Br)(Br)Br.O>ClCCl>[Cl:1][CH2:2][S:3]([NH:6][C:7]1[C:35]([OH:36])=[CH:34][C:10]2[C@H:11]([NH:18][CH2:26][CH2:27][C:28]3[CH:33]=[CH:32][CH:31]=[CH:30][CH:29]=3)[C@@H:12]([OH:17])[C:13]([CH3:16])([CH3:15])[O:14][C:9]=2[CH:8]=1)(=[O:4])=[O:5]. Procedure: To a solution of t-butyl(3R*,4S*)-7-{[(chloromethyl)sulfonyl]amino}-3-hydroxy-6-methoxy-2,2-dimethyl-3,4-dihydro-2H-1-benzopyran-4-yl(2-phenylethyl)carbamate (400 mg, 0.72 mmol) in dichloromethane (4.0 mL), 1 mol/L solution of boron tribromide in dichloromethane (3.61 mL, 3.61 mmol) was added below freezing point, and the resulting mixture was stirred at 0° C. for 1 hour. Water was added, and the resulting mixture was further stirred for 30 minutes. The resulting solid was filtered off, washed w... Starting materials: CCCCN, C1CCOC1, Cc1ccc(S(=O)(=O)OCCOc2ccc3[nH]nc(S(=O)(=O)c4ccccc4)c3c2)cc1. Product: CCCCNCCOc1ccc2[nH]nc(S(=O)(=O)c3ccccc3)c2c1. RXN SMILES: [CH2:33]([CH2:34][CH2:35][CH3:36])[NH2:37].[CH2:38]1[O:39][CH2:40][CH2:41][CH2:42]1.[c:1]1([S:7](=[O:8])(=[O:9])[c:10]2[n:11][nH:12][c:13]3[cH:14][cH:15][c:16]([O:19][CH2:20][CH2:21][O:22][S:23]([c:24]4[cH:25][cH:26][c:27]([CH3:28])[cH:29][cH:30]4)(=[O:31])=[O:32])[cH:17][c:18]23)[cH:2][cH:3][cH:4][cH:5][cH:6]1>>[c:1]1([S:7](=[O:8])(=[O:9])[c:10]2[n:11][nH:12][c:13]3[cH:14][cH:15][c:16]([O:19][CH2:20][CH2:21][NH:37][CH2:33][CH2:34][CH2:35][CH3:36])[cH:17][c:18]23)[cH:2][cH:3][cH:4][cH:5][cH:6]1. Reactants: ClC1=CC=C(C=C1)C(C(=O)OC)(CC)N1C=CC2=C(C=CC=C12)NS(=O)(=O)CC (methyl 2-(4-chlorophenyl)-2-(4-(ethylsulfonamido)-1H-indol-1-yl)butanoate), N (ammonia). Solvent: solution, CO (methanol). Run at time 10 hour. The product is ClC1=CC=C(C=C1)C(C(=O)N)(CC)N1C=CC2=C(C=CC=C12)NS(=O)(=O)CC (2-(4-chlorophenyl)-2-(4-(ethylsulfonamido)-1H-indol-1-yl)butanamide). As a reaction SMILES: [Cl:1][C:2]1[CH:7]=[CH:6][C:5]([C:8]([N:15]2[C:23]3[C:18](=[C:19]([NH:24][S:25]([CH2:28][CH3:29])(=[O:27])=[O:26])[CH:20]=[CH:21][CH:22]=3)[CH:17]=[CH:16]2)([CH2:13][CH3:14])[C:9]([O:11]C)=O)=[CH:4][CH:3]=1.[NH3:30]>CO>[Cl:1][C:2]1[CH:3]=[CH:4][C:5]([C:8]([N:15]2[C:23]3[C:18](=[C:19]([NH:24][S:25]([CH2:28][CH3:29])(=[O:26])=[O:27])[CH:20]=[CH:21][CH:22]=3)[CH:17]=[CH:16]2)([CH2:13][CH3:14])[C:9]([NH2:30])=[O:11])=[CH:6][CH:7]=1. Procedure details: The product from Step A above (0.43 g, 1.0 mmol) was dissolved in a 7 N solution of ammonia in methanol (25 mL). After stirring at RT for 10 h, the resulting mixture was concentrated under reduced pressure. The residue was dissolved in dioxane/water, acidified with TFA, and purified directly on RP-HPLC to give the title compound. LC/MS m/z=420.1 [M+H]+. The two enantiomers were separated by SFC chiral separation. The reactants are C(C)(C)(C)C1=CC(=C(C=N1)C=1N([C@]([C@](N1)(C)C1=CC=C(C=C1)Cl)(C)C1=CC=C(C=C1)Cl)C(=O)N1CCC(CC1)CC(=O)O)OCC ({1-[(4S,5R)-2-(6-tert-butyl-4-ethoxy-pyridin-3-yl)-4,5-bis-(4-chloro-phenyl)-4,5-dimethyl-4,5-dihydro-imidazole-1-carbonyl]-piperidin-4-yl}-acetic acid), C(CC)NCCC (dipropylamine). Yields the product C(C)(C)(C)C1=CC(=C(C=N1)C=1N([C@]([C@](N1)(C)C1=CC=C(C=C1)Cl)(C)C1=CC=C(C=C1)Cl)C(=O)N1CCC(CC1)CC(=O)N(CCC)CCC)OCC (2-{1-[(4S,5R)-2-(6-tert-Butyl-4-ethoxy-pyridin-3-yl)-4,5-bis-(4-chloro-phenyl)-4,5-dimethyl-4,5-dihydro-imidazole-1-carbonyl]-piperidin-4-yl}-N,N-dipropyl-acetamide). Reaction SMILES: [C:1]([C:5]1[N:10]=[CH:9][C:8]([C:11]2[N:12]([C:32]([N:34]3[CH2:39][CH2:38][CH:37]([CH2:40][C:41](O)=[O:42])[CH2:36][CH2:35]3)=[O:33])[C@@:13]([C:25]3[CH:30]=[CH:29][C:28]([Cl:31])=[CH:27][CH:26]=3)([CH3:24])[C@@:14]([C:17]3[CH:22]=[CH:21][C:20]([Cl:23])=[CH:19][CH:18]=3)([CH3:16])[N:15]=2)=[C:7]([O:44][CH2:45][CH3:46])[CH:6]=1)([CH3:4])([CH3:3])[CH3:2].[CH2:47]([NH:50][CH2:51][CH2:52][CH3:53])[CH2:48][CH3:49]>>[C:1]([C:5]1[N:10]=[CH:9][C:8]([C:11]2[N:12]([C:32]([N:34]3[CH2:39][CH2:38][CH:37]([CH2:40][C:41]([N:50]([CH2:51][CH2:52][CH3:53])[CH2:47][CH2:48][CH3:49])=[O:42])[CH2:36][CH2:35]3)=[O:33])[C@@:13]([C:25]3[CH:30]=[CH:29][C:28]([Cl:31])=[CH:27][CH:26]=3)([CH3:24])[C@@:14]([C:17]3[CH:22]=[CH:21][C:20]([Cl:23])=[CH:19][CH:18]=3)([CH3:16])[N:15]=2)=[C:7]([O:44][CH2:45][CH3:46])[CH:6]=1)([CH3:3])([CH3:2])[CH3:4]. Procedure: In a manner analogous to the method described in example 163, {1-[(4S,5R)-2-(6-tert-butyl-4-ethoxy-pyridin-3-yl)-4,5-bis-(4-chloro-phenyl)-4,5-dimethyl-4,5-dihydro-imidazole-1-carbonyl]-piperidin-4-yl}-acetic acid was reacted with dipropylamine (Pennwalt) to give the title product. LC-MS (ES+) 748 [(M+H)+]. The reactants are C(C1=CC=CC=C1)OC1=CC=C(C=C1)[C@@H]1[C@H](C1)[N+](=O)[O-] (1-(benzyloxy)-4-[(1R,2S)-2-nitrocyclopropyl]benzene), BrC1=CC=C(C=C1)\C=C\[N+](=O)[O-] (1-bromo-4-[(trans)-2-nitrovinyl]benzene). The product is BrC1=CC=C(C=C1)[C@H]1[C@@H](C1)[N+](=O)[O-] (1-bromo-4-[(trans)-2-nitrocyclopropyl]benzene). Isolated yield 27.0%. Reaction SMILES: C(O[C:9]1[CH:14]=[CH:13][C:12]([C@H:15]2[CH2:17][C@@H:16]2[N+:18]([O-:20])=[O:19])=[CH:11][CH:10]=1)C1C=CC=CC=1.[Br:21]C1C=CC(/C=C/[N+]([O-])=O)=CC=1>>[Br:21][C:9]1[CH:14]=[CH:13][C:12]([C@@H:15]2[CH2:17][C@H:16]2[N+:18]([O-:20])=[O:19])=[CH:11][CH:10]=1. Reported procedure: This compound was synthesized using the same methodology described in Intermediate A, using the commercially available 1-bromo-4-[(trans)-2-nitrovinyl]benzene as starting material. 27% yield Starting materials: C(C)OC(=O)C=1NC=CC1NC=C(C(=O)OCC)C(=O)OCC (Diethyl 2-((2-(ethoxycarbonyl)-1H-pyrrol-3-ylamino)methylene)malonate), P(=O)(Cl)(Cl)Cl (phosphoryl chloride). Conditions: temperature 75 celsius. The product is ClC=1C=2C(N=CC1C(=O)OCC)=C(NC2)C(=O)OCC (Diethyl 4-chloro-6H-pyrrolo[3,4-b]pyridine-3,7-dicarboxylate). As a reaction SMILES: [CH2:1]([O:3][C:4]([C:6]1[NH:7][CH:8]=[CH:9][C:10]=1[NH:11][CH:12]=[C:13]([C:19](OCC)=O)[C:14]([O:16][CH2:17][CH3:18])=[O:15])=[O:5])[CH3:2].P(Cl)(Cl)([Cl:26])=O>>[Cl:26][C:19]1[C:9]2[C:10](=[C:6]([C:4]([O:3][CH2:1][CH3:2])=[O:5])[NH:7][CH:8]=2)[N:11]=[CH:12][C:13]=1[C:14]([O:16][CH2:17][CH3:18])=[O:15]. Procedure details: Diethyl 2-((2-(ethoxycarbonyl)-1H-pyrrol-3-ylamino)methylene)malonate was dissolved in phosphoryl chloride (0.2 M) and heated at 75° C. for 18 hours. Reaction mixture was concentrated to dryness and water and ethyl acetate were added. The aqueous layer was extracted with ethylacetate, the combined organic fractions were washed with brine and dried over magnesium sulfate before concentrating in vacuo to afford the crude compound 10a as an orange solid. Procedure details: About equal molar amounts of furfural and cyclopentadiene are reacted in the presence of diethylamine catalyst and about 33% methanol solvent according to the method suggested by C. Schmidt, Chem, Ber., Volume 90, p. 1352, 1957. A viscous dark material is separated from the water layer. Yields the product O1C(=CC=C1)C1=CC=CC1=C (Furyl Fulvene). The reagents and catalysts are C(C)NCC (diethylamine). Run in CO (methanol). The reactants are C(C1=CC=CO1)=O (furfural), C1=CC=CC1 (cyclopentadiene). RXN SMILES: [CH:1](=O)[C:2]1[O:6][CH:5]=[CH:4][CH:3]=1.[CH:8]1[CH2:12][CH:11]=[CH:10][CH:9]=1>C(NCC)C.CO>[O:6]1[CH:5]=[CH:4][CH:3]=[C:2]1[C:1]1[C:9](=[CH2:10])[CH:8]=[CH:12][CH:11]=1. Reactants: ClC=1C(=C(C(=C(C1)C(C)=O)O)I)F (1-(5-chloro-4-fluoro-2-hydroxy-3-iodophenyl)ethanone), ICC (iodoethane). Product: ClC=1C(=C(C(=C(C1)C(C)=O)OCC)I)F (1-(5-Chloro-2-ethoxy-4-fluoro-3-iodophenyl)ethanone). RXN SMILES: [Cl:1][C:2]1[C:3]([F:13])=[C:4]([I:12])[C:5]([OH:11])=[C:6]([C:8](=[O:10])[CH3:9])[CH:7]=1.I[CH2:15][CH3:16]>>[Cl:1][C:2]1[C:3]([F:13])=[C:4]([I:12])[C:5]([O:11][CH2:15][CH3:16])=[C:6]([C:8](=[O:10])[CH3:9])[CH:7]=1. Procedure: This compound was prepared according to the procedure of Example 13 Step 3, using 1-(5-chloro-4-fluoro-2-hydroxy-3-iodophenyl)ethanone and iodoethane as the starting materials. LCMS calculated for C10H10ClFIO2 (M+H)+: m/z=342.9; Found: 342.9. Reactants: C(O)([O-])=O.[Na+] (sodium hydrogencarbonate), FC1=CC=C(C=C1)C1=NN(C(=N1)C1=CC=C(C=C1)F)CC(=O)O ((3,5-bis-(4-fluoro-phenyl)-(1,2,4)triazol-1-yl)-acetic acid), CCN(C(C)C)C(C)C (DIPEA), Br.Br.S1C(=NC=2CCNCCC21)N (5,6,7,8-tetrahydro-4H-thiazolo[4,5-d]azepin-2-ylamine dihydrobromide), CCN(C(C)C)C(C)C (DIPEA). The solvent is C(Cl)Cl (CH2Cl2), CN(C)C=O (DMF). Run at time 7 minute. Yields the product NC=1SC2=C(CCN(CC2)C(CN2N=C(N=C2C2=CC=C(C=C2)F)C2=CC=C(C=C2)F)=O)N1 (1-(2-Amino-4,5,7,8-tetrahydro-thiazolo[4,5-d]azepin-6-yl)-2-(3,5-bis-(4-fluoro-phenyl)-(1,2,4)triazol-1-yl)-ethanone). Isolated yield 53.7%. As a reaction SMILES: [F:1][C:2]1[CH:7]=[CH:6][C:5]([C:8]2[N:12]=[C:11]([C:13]3[CH:18]=[CH:17][C:16]([F:19])=[CH:15][CH:14]=3)[N:10]([CH2:20][C:21](O)=[O:22])[N:9]=2)=[CH:4][CH:3]=1.CCN(C(C)C)C(C)C.Br.Br.[S:35]1[C:44]2[CH2:43][CH2:42][NH:41][CH2:40][CH2:39][C:38]=2[N:37]=[C:36]1[NH2:45].C(=O)([O-])O.[Na+]>CN(C=O)C.C(Cl)Cl>[NH2:45][C:36]1[S:35][C:44]2[CH2:43][CH2:42][N:41]([C:21](=[O:22])[CH2:20][N:10]3[C:11]([C:13]4[CH:14]=[CH:15][C:16]([F:19])=[CH:17][CH:18]=4)=[N:12][C:8]([C:5]4[CH:6]=[CH:7][C:2]([F:1])=[CH:3][CH:4]=4)=[N:9]3)[CH2:40][CH2:39][C:38]=2[N:37]=1 |f:2.3.4,5.6|. Procedure: 350 mg (3,5-bis-(4-fluoro-phenyl)-(1,2,4)triazol-1-yl)-acetic acid and 0.2 mL DIPEA were dissolved in 4.5 mL DMF. 570 mg PFTU was added to this solution and the mixture was stirred for 7 min at RT. Then, 333 mg 5,6,7,8-tetrahydro-4H-thiazolo[4,5-d]azepin-2-ylamine dihydrobromide and 0.4 mL DIPEA were added and the reaction was stirred over night at RT. Then, sodium hydrogencarbonate solution (10%) and CH2Cl2 were added, the organic phase was separated and the solvent was removed. The residue was...